Dataset: the Open Reaction Database (ORD), a public repository of structured organic reaction records. Task: describe an organic reaction: reactants, conditions, products, and yield Yields the product C(#N)C1=CC=C(C=C1)C1=CC=C(C=C1)OCC1(CN(CC1)C(C1=CC=C(C=C1)F)=O)C(=O)O (3-(4′-Cyano-biphenyl-4-yloxymethyl)-1-(4-fluoro-benzoyl)-pyrrolidine-3-carboxylic acid). Procedure details: Lithium hydroxide (16 mg, 0.67 mmol) was added to a stirred solution of 3-(4′-cyano-biphenyl-4-yloxymethyl)-1-(4-fluoro-benzoyl)-pyrrolidine-3-carboxylic acid ethyl ester (see Preparation 29) (105 mg, 0.22 mmol) in ethanol (1 mL) and water (1 mL). The resulting mixture was stirred at RT for 5 hours. The mixture was concentrated under reduced pressure to remove ethanol and the residue was partitioned between ethyl acetate (5 mL) and 2M HCl aqueous solution (5 mL). The organic layer was washed wit... Reactants: [OH-].[Li+] (Lithium hydroxide), C(C)OC(=O)C1(CN(CC1)C(C1=CC=C(C=C1)F)=O)COC1=CC=C(C=C1)C1=CC=C(C=C1)C#N (3-(4′-cyano-biphenyl-4-yloxymethyl)-1-(4-fluoro-benzoyl)-pyrrolidine-3-carboxylic acid ethyl ester). RXN SMILES: [OH-].[Li+].C([O:5][C:6]([C:8]1([CH2:22][O:23][C:24]2[CH:29]=[CH:28][C:27]([C:30]3[CH:35]=[CH:34][C:33]([C:36]#[N:37])=[CH:32][CH:31]=3)=[CH:26][CH:25]=2)[CH2:12][CH2:11][N:10]([C:13](=[O:21])[C:14]2[CH:19]=[CH:18][C:17]([F:20])=[CH:16][CH:15]=2)[CH2:9]1)=[O:7])C>C(O)C.O>[C:36]([C:33]1[CH:34]=[CH:35][C:30]([C:27]2[CH:26]=[CH:25][C:24]([O:23][CH2:22][C:8]3([C:6]([OH:7])=[O:5])[CH2:12][CH2:11][N:10]([C:13](=[O:21])[C:14]4[CH:15]=[CH:16][C:17]([F:20])=[CH:18][CH:19]=4)[CH2:9]3)=[CH:29][CH:28]=2)=[CH:31][CH:32]=1)#[N:37] |f:0.1|. Solvent: C(C)O (ethanol), O (water). Yield: 77.7%. Reaction conditions: time 5 hour.